From a dataset of the Open Reaction Database (ORD), a public repository of structured organic reaction records. describe an organic reaction: reactants, conditions, products, and yield The reactants are BrC1CC1, I, [Mg], C1CCOC1. The product is [Br-], [Mg+]C1CC1, C1CCOC1. As a reaction SMILES: [Br:3][CH:4]1[CH2:5][CH2:6]1.[I:2].[Mg:1].[O:7]1[CH2:8][CH2:9][CH2:10][CH2:11]1>>[Br-:3].[Mg+:1][CH:4]1[CH2:5][CH2:6]1.[O:7]1[CH2:8][CH2:9][CH2:10][CH2:11]1. The reactants are C(OCC)(=O)Cl (Ethyl chlorocarbonate), BrC=1SC=2CCC3=C(C(C2C1)=C1CCN(CC1)C)C=CC=C3 (4-(2-Bromo-9,10-dihydro-1-thiabenzo[f]azulen-4-ylidene)-1-methylpiperidine), C(O)([O-])=O.[Na+] (sodium hydrogencarbonate). The solvent is C1(=CC=CC=C1)C (toluene). Product: BrC=1SC=2CCC3=C(C(C2C1)=C1CCN(CC1)C(=O)OCC)C=CC=C3 (Ethyl 4-(2-bromo-9,10-dihydro-1-thia-benzo[f]azulen-4-ylidene)piperidine-1-carboxylate). Yield: 62.0%. Reaction SMILES: [C:1](Cl)(=[O:5])[O:2][CH2:3][CH3:4].[Br:7][C:8]1[S:9][C:10]2[CH2:11][CH2:12][C:13]3[CH:28]=[CH:27][CH:26]=[CH:25][C:14]=3[C:15](=[C:18]3[CH2:23][CH2:22][N:21](C)[CH2:20][CH2:19]3)[C:16]=2[CH:17]=1.C(=O)([O-])O.[Na+]>C1(C)C=CC=CC=1>[Br:7][C:8]1[S:9][C:10]2[CH2:11][CH2:12][C:13]3[CH:28]=[CH:27][CH:26]=[CH:25][C:14]=3[C:15](=[C:18]3[CH2:23][CH2:22][N:21]([C:1]([O:2][CH2:3][CH3:4])=[O:5])[CH2:20][CH2:19]3)[C:16]=2[CH:17]=1 |f:2.3|. Reported procedure: Ethyl chlorocarbonate (32 mL, 336 mmol) was added to a toluene (200 mL) solution of the compound obtained in Example 1 (21.0 g, 56 mmol), and the mixture was refluxed while heating for 6 hours. The mixture was allowed to cool in the air, and the reaction mixture was added to a saturated aqueous sodium hydrogencarbonate solution to allow the separation of an organic layer. The organic layer was washed with a saturated sodium chloride solution and dried over anhydrous sodium sulfate, the solvents ...